The task is: describe an organic reaction: reactants, conditions, products, and yield. This data is from the Open Reaction Database (ORD), a public repository of structured organic reaction records. Starting materials: C(C)C1=C(OC[C@H](CNC(CO)=O)O)C(=CC(=C1)C1=NOC(=N1)C1=NC(=NC(=C1)C)NCC)C (N—((S)-3-{2-ethyl-4-[5-(2-ethylamino-6-methyl-pyrimidin-4-yl)-[1,2,4]oxadiazol-3-yl]-6-methyl-phenoxy}-2-hydroxy-propyl)-2-hydroxy-acetamide), CC1=CC(=NC=N1)C(=O)O (6-methyl-pyrimidine-4-carboxylic acid), 2-hydroxy-N-{2-hydroxy-3-[4-(N-hydroxycarbamimioyl)-2,6-dimethyl-phenoxy]-propyl}-acetamide. The product is C(C)OC1=NC(=CC(=N1)C1=NC(=NO1)C1=CC(=C(OCC(CNC(CO)=O)O)C(=C1)C)C)C (rac-N-(3-{4-[5-(2-Ethoxy-6-methyl-pyrimidin-4-yl)-[1,2,4]oxadiazol-3-yl]-2,6-dimethyl-phenoxy}-2-hydroxy-propyl)-2-hydroxy-acetamide). As a reaction SMILES: [CH2:1]([C:3]1[CH:18]=[C:17]([C:19]2[N:23]=[C:22]([C:24]3[CH:29]=[C:28]([CH3:30])[N:27]=[C:26](NCC)[N:25]=3)[O:21][N:20]=2)[CH:16]=[C:15]([CH3:34])[C:4]=1[O:5][CH2:6][C@@H:7]([OH:14])[CH2:8][NH:9][C:10](=[O:13])[CH2:11][OH:12])C.CC1N=CN=[C:38]([C:42](O)=[O:43])C=1>>[CH2:42]([O:43][C:26]1[N:25]=[C:24]([C:22]2[O:21][N:20]=[C:19]([C:17]3[CH:16]=[C:15]([CH3:34])[C:4]([O:5][CH2:6][CH:7]([OH:14])[CH2:8][NH:9][C:10](=[O:13])[CH2:11][OH:12])=[C:3]([CH3:1])[CH:18]=3)[N:23]=2)[CH:29]=[C:28]([CH3:30])[N:27]=1)[CH3:38]. Reported procedure: rac-N-(3-{4-[5-(2-Ethoxy-6-methyl-pyrimidin-4-yl)-[1,2,4]oxadiazol-3-yl]-2,6-dimethyl-phenoxy}-2-hydroxy-propyl)-2-hydroxy-acetamide is prepared in analogy to N—((S)-3-{2-ethyl-4-[5-(2-ethylamino-6-methyl-pyrimidin-4-yl)-[1,2,4]oxadiazol-3-yl]-6-methyl-phenoxy}-2-hydroxy-propyl)-2-hydroxy-acetamide using 2-ethoxy)-6-methyl-pyrimidine-4-carboxylic acid and 2-hydroxy-N-{2-hydroxy-3-[4-(N-hydroxycarbamimioyl)-2,6-dimethyl-phenoxy]-propyl}-acetamide; LC-MS: tR=0.92 min; [M+H]+=458.20. The reactants are C(C)(C)(C)C(=O)CN1C([C@@H](CN(C2=C1C=C(C=C2)C)C2CCCCC2)NC(=O)NC2=CC=C(C=C2)C(=O)OC(C)(C)C)=O ((R)-(−)-1-(1-tert-butylcarbonylmethyl-2-oxo-5-cyclohexyl-8-methyl-1,3,4,5-tetrahydro-2H-1,5-benzodiazepin-3-yl)-3-(4-tert-butoxycarbonylphenyl)urea), FC(C(=O)O)(F)F (trifluoroacetic acid). Solvent: C(Cl)Cl (methylene chloride). Reaction conditions: time 30 minute. Product: C(C)(C)(C)C(=O)CN1C([C@@H](CN(C2=C1C=C(C=C2)C)C2CCCCC2)NC(NC=2C=C(C(=O)O)C=CC2)=O)=O ((R)-(−)-3-[3-(1-tert-butylcarbonylmethyl-2-oxo-5-cyclohexyl-8-methyl-1,3,4,5-tetrahydro-2H-1,5-benzodiazepin-3-yl)ureido]benzoic acid). Reaction SMILES: [C:1]([C:5]([CH2:7][N:8]1[C:14]2[CH:15]=[C:16]([CH3:19])[CH:17]=[CH:18][C:13]=2[N:12]([CH:20]2[CH2:25][CH2:24][CH2:23][CH2:22][CH2:21]2)[CH2:11][C@@H:10]([NH:26][C:27]([NH:29][C:30]2[CH:35]=[CH:34][C:33](C(OC(C)(C)C)=O)=[CH:32][CH:31]=2)=[O:28])[C:9]1=[O:43])=[O:6])([CH3:4])([CH3:3])[CH3:2].FC(F)(F)[C:46]([OH:48])=[O:47]>C(Cl)Cl>[C:1]([C:5]([CH2:7][N:8]1[C:14]2[CH:15]=[C:16]([CH3:19])[CH:17]=[CH:18][C:13]=2[N:12]([CH:20]2[CH2:25][CH2:24][CH2:23][CH2:22][CH2:21]2)[CH2:11][C@@H:10]([NH:26][C:27](=[O:28])[NH:29][C:30]2[CH:31]=[C:32]([CH:33]=[CH:34][CH:35]=2)[C:46]([OH:48])=[O:47])[C:9]1=[O:43])=[O:6])([CH3:2])([CH3:3])[CH3:4]. Procedure: (R)-(−)-1-(1-tert-butylcarbonylmethyl-2-oxo-5-cyclohexyl-8-methyl-1,3,4,5-tetrahydro-2H-1,5-benzodiazepin-3-yl)-3-(4-tert-butoxycarbonylphenyl)urea (100 mg) was dissolved in methylene chloride (1 ml), trifluoroacetic acid (1 ml) was added, the mixture was stirred at room temperature for 30 minutes. After the solvent was evaporated, isopropyl ether was added to the residue, powder so precipitated was collected by filtration, to thereby obtain 50 mg of the title compound. Reactants: [H-].[Na+] (NaH), ice, O=C1NCCCC12CCN(CC2)C(=O)OC(C)(C)C (tert-butyl 1-oxo-2,9-diazaspiro[5.5]undecane-9-carboxylate), BrCC1=C(C=CC=C1)N1N=CC=N1 (2-(2-(bromomethyl)phenyl)-2H-1,2,3-triazole), O (water). The reagents and catalysts are CCCC[N+](CCCC)(CCCC)CCCC.[I-] (TBAI). Run in C1CCOC1 (THF). Reaction conditions: temperature 0 celsius, time 1 hour. The product is N=1N(N=CC1)C1=C(CN2C(C3(CCC2)CCN(CC3)C(=O)OC(C)(C)C)=O)C=CC=C1 (tert-butyl 2-(2-(2H-1,2,3-triazol-2-yl)benzyl)-1-oxo-2,9-diazaspiro[5.5]undecane-9-carboxylate). Yield: 99.0%. RXN SMILES: [H-].[Na+].[O:3]=[C:4]1[C:9]2([CH2:14][CH2:13][N:12]([C:15]([O:17][C:18]([CH3:21])([CH3:20])[CH3:19])=[O:16])[CH2:11][CH2:10]2)[CH2:8][CH2:7][CH2:6][NH:5]1.Br[CH2:23][C:24]1[CH:29]=[CH:28][CH:27]=[CH:26][C:25]=1[N:30]1[N:34]=[CH:33][CH:32]=[N:31]1.O>CCCC[N+](CCCC)(CCCC)CCCC.[I-].C1COCC1>[N:31]1[N:30]([C:25]2[CH:26]=[CH:27][CH:28]=[CH:29][C:24]=2[CH2:23][N:5]2[CH2:6][CH2:7][CH2:8][C:9]3([CH2:10][CH2:11][N:12]([C:15]([O:17][C:18]([CH3:21])([CH3:20])[CH3:19])=[O:16])[CH2:13][CH2:14]3)[C:4]2=[O:3])[N:34]=[CH:33][CH:32]=1 |f:0.1,5.6|. Procedure: NaH (308 mg, 7.69 mmol, 60% in mineral oil) was added to an ice-cold solution of tert-butyl 1-oxo-2,9-diazaspiro[5.5]undecane-9-carboxylate [1198284-94-4] (1.127 g, 4.08 mmol), 2-(2-(bromomethyl)phenyl)-2H-1,2,3-triazole (described separately as building block) (1.0 g, 4.16 mmol) and TBAI (78 mg, 0.208 mmol) in THF (30 mL). The resulting mixture was stirred at 0° C. for 1 h. The reaction mixture was allowed to warm to rt and stirred for 4 h. To the mixture water was added and the solution was ex... The reactants are [Li]CCCC (n-BuLi), [N+](=O)([O-])C=1C=CC(=C(C=O)C1)OCC1=NC=CC=C1 (5-nitro-2-(pyridin-2-ylmethoxy)benzaldehyde). Reagents/catalysts: [Br-].C[P+](C1=CC=CC=C1)(C1=CC=CC=C1)C1=CC=CC=C1 (Methyltriphenylphosphonium bromide). The solvent is CC(=O)N(C)C (DMA), C1CCOC1 (THF). Conditions: time 15 minute. Product: [N+](=O)([O-])C1=CC(=C(OCC2=NC=CC=C2)C=C1)C=C (2-[(4-nitro-2-vinylphenoxy)methyl]pyridine). Yield: 37.3%. Reaction SMILES: [Li][CH2:2]CCC.[N+:6]([C:9]1[CH:10]=[CH:11][C:12]([O:17][CH2:18][C:19]2[CH:24]=[CH:23][CH:22]=[CH:21][N:20]=2)=[C:13]([CH:16]=1)[CH:14]=O)([O-:8])=[O:7]>[Br-].C[P+](C1C=CC=CC=1)(C1C=CC=CC=1)C1C=CC=CC=1.C1COCC1.CC(N(C)C)=O>[N+:6]([C:9]1[CH:10]=[CH:11][C:12]([O:17][CH2:18][C:19]2[CH:24]=[CH:23][CH:22]=[CH:21][N:20]=2)=[C:13]([CH:14]=[CH2:2])[CH:16]=1)([O-:8])=[O:7] |f:2.3|. Procedure details: Methyltriphenylphosphonium bromide (4.97 g, 13.9 mmol) was dissolved in dry THF (30 ml) and a solution of n-BuLi (1.6 M in hexane, 8.69 ml, 13.9 mmol) was added drop-wise. After 15 minutes, 5-nitro-2-(pyridin-2-ylmethoxy)benzaldehyde (3.0 g, 11.6 mmol) dissolved in dry DMA was added. After 1 hour, the reaction was quenched with saturated sodium bicarbonate and the mixture was extracted with ethyl acetate. After evaporation, the crude material was purified on silica gel (20% EtOAc/petroleum ether... Run in O1CCOCC1 (1,4-dioxane). Reaction SMILES: [C:1]([O:5][C:6]([NH:8][CH2:9][C:10]1[CH:15]=[CH:14][C:13]([CH:16]([OH:22])[CH2:17][C:18]([CH3:21])([CH3:20])[CH3:19])=[CH:12][C:11]=1[F:23])=[O:7])([CH3:4])([CH3:3])[CH3:2]>O1CCOCC1.[O-2].[O-2].[Mn+4]>[C:1]([O:5][C:6]([NH:8][CH2:9][C:10]1[CH:15]=[CH:14][C:13]([C:16](=[O:22])[CH2:17][C:18]([CH3:21])([CH3:20])[CH3:19])=[CH:12][C:11]=1[F:23])=[O:7])([CH3:4])([CH3:2])[CH3:3] |f:2.3.4|. Yield: 89.7%. Reaction conditions: temperature 70 celsius. Product: C(C)(C)(C)OC(=O)NCC1=C(C=C(C=C1)C(CC(C)(C)C)=O)F (N-(tert-Butoxycarbonyl)-4-(3,3-dimethyl-butyryl)-2-fluoro-benzylamine). Reagents/catalysts: [O-2].[O-2].[Mn+4] (manganese dioxide). Reported procedure: Add manganese dioxide (4.4 g, 50.6 mmol) to a solution of N-(tert-butoxycarbonyl)-2-fluoro-4-(1-hydroxy-3,3-dimethyl-butyl)-benzylamine (1.1 g, 3.38 mmol) in anhydrous 1,4-dioxane (45 mL) at room temperature. Heat the reaction mixture at 70° C. overnight. Filter the reaction mixture over Celite® and concentrate in vacuo. Purify by chromatography on silica gel eluting with hexane/EtOAc (9:1) to obtain the desired intermediate as an oil (980 mg, 90%). Reactants: C(C)(C)(C)OC(=O)NCC1=C(C=C(C=C1)C(CC(C)(C)C)O)F (N-(tert-butoxycarbonyl)-2-fluoro-4-(1-hydroxy-3,3-dimethyl-butyl)-benzylamine).